This data is from the Open Reaction Database (ORD), a public repository of structured organic reaction records. The task is: describe an organic reaction: reactants, conditions, products, and yield Procedure: A mixture of the compound (II) (12.0 g), 3,4,5,6-tetrahydrophthalic anhydride (7.56 g) and acetic acid (50 g) was heated at 90° to 95° C. for 7 hours. The reaction mixture was cooled to room temperature, and water (75 g) was added thereto. The precipitated crystals were collected by filtration to give the compound (I) (15.7 g). The solvent is O (water). RXN SMILES: [Cl:1][C:2]1[C:8]([O:9][CH2:10][C:11]([O:13][CH2:14][CH2:15][CH2:16][CH2:17][CH3:18])=[O:12])=[CH:7][C:5]([NH2:6])=[C:4]([F:19])[CH:3]=1.[C:20]1(=O)[O:25][C:23](=[O:24])[C:22]2[CH2:26][CH2:27][CH2:28][CH2:29][C:21]1=2.C(O)(=O)C>O>[Cl:1][C:2]1[C:8]([O:9][CH2:10][C:11]([O:13][CH2:14][CH2:15][CH2:16][CH2:17][CH3:18])=[O:12])=[CH:7][C:5]([N:6]2[C:23](=[O:24])[C:22]3[CH2:26][CH2:27][CH2:28][CH2:29][C:21]=3[C:20]2=[O:25])=[C:4]([F:19])[CH:3]=1. The yield is 89.4%. Starting materials: ClC1=CC(=C(N)C=C1OCC(=O)OCCCCC)F (4-chloro-2-fluoro-5-(pentyloxycarbonylmethyloxy)aniline), C1(C2=C(C(=O)O1)CCCC2)=O (3,4,5,6-tetrahydrophthalic anhydride), C(C)(=O)O (acetic acid). Yields the product ClC1=CC(=C(C=C1OCC(=O)OCCCCC)N1C(C2=C(C1=O)CCCC2)=O)F (N-[4-chloro-2-fluoro-5-(pentyloxycarbonylmethyloxy)phenyl]-3,4,5,6-tetrahydrophthalimide). Starting materials: FC1=C(C=CC(=C1)B1OC(C(O1)(C)C)(C)C)C=1N=CC(=NC1)N (5-(2-fluoro-4-(4,4,5,5-tetramethyl-1,3,2-dioxaborolan-2-yl)phenyl)pyrazin-2-amine), BrC1=C(C=CC=C1)NC(C)=O (N-(2-bromophenyl)acetamide). Product: NC=1N=CC(=NC1)C1=C(C=C(C=C1)C1=C(C=CC=C1)NC(C)=O)F (N-[4′-(5-Aminopyrazin-2-yl)-3′-fluorobiphenyl-2-yl]acetamide). Reaction SMILES: [F:1][C:2]1[CH:7]=[C:6](B2OC(C)(C)C(C)(C)O2)[CH:5]=[CH:4][C:3]=1[C:17]1[N:18]=[CH:19][C:20]([NH2:23])=[N:21][CH:22]=1.Br[C:25]1[CH:30]=[CH:29][CH:28]=[CH:27][C:26]=1[NH:31][C:32](=[O:34])[CH3:33]>>[NH2:23][C:20]1[N:21]=[CH:22][C:17]([C:3]2[CH:4]=[CH:5][C:6]([C:25]3[CH:30]=[CH:29][CH:28]=[CH:27][C:26]=3[NH:31][C:32](=[O:34])[CH3:33])=[CH:7][C:2]=2[F:1])=[N:18][CH:19]=1. Procedure: The title compound was prepared using analogous conditions to those described in Example 1 utilizing 5-(2-fluoro-4-(4,4,5,5-tetramethyl-1,3,2-dioxaborolan-2-yl)phenyl)pyrazin-2-amine and N-(2-bromophenyl)acetamide. MS (ESI): mass calcd. for C18H15FN4O, 322.12; m/z found, 322.9 [M+H]+. 1H NMR (400 MHz, DMSO-d6) δ 9.40 (s, 1H), 8.38 (s, 1H), 8.02 (s, 1H), 7.91 (m, 1H), 7.53-7.21 (m, 6H), 6.73 (s, 2H), 1.92 (s, 3H). The reactants are CN(C)CCCN1CCCc2cc([N+](=O)[O-])ccc21, CO, NN, O. Product: CN(C)CCCN1CCCc2cc(N)ccc21. Reaction SMILES: [CH3:1][N:2]([CH2:3][CH2:4][CH2:5][N:6]1[CH2:7][CH2:8][CH2:9][c:10]2[cH:11][c:12]([N+:16]([O-:17])=[O:18])[cH:13][cH:14][c:15]21)[CH3:19].[CH3:23][OH:24].[NH2:21][NH2:22].[OH2:20]>>[CH3:1][N:2]([CH2:3][CH2:4][CH2:5][N:6]1[CH2:7][CH2:8][CH2:9][c:10]2[cH:11][c:12]([NH2:16])[cH:13][cH:14][c:15]21)[CH3:19]. Reactants: O=C(C=CCBr)Nc1ccc2ncnc(Nc3cccc(Br)c3)c2c1, O=C([O-])O, CCNCC, CCOC(C)=O, CN(C)C=O, [Na+], C1CCOC1. Product: CCN(CC)CC=CC(=O)Nc1ccc2ncnc(Nc3cccc(Br)c3)c2c1. As a reaction SMILES: [Br:6][c:7]1[cH:8][c:9]([NH:13][c:14]2[n:15][cH:16][n:17][c:18]3[cH:19][cH:20][c:21]([NH:24][C:25]([CH:26]=[CH:27][CH2:28][Br:29])=[O:30])[cH:22][c:23]23)[cH:10][cH:11][cH:12]1.[C:37](=[O:38])([OH:39])[O-:40].[CH2:1]([CH3:2])[NH:3][CH2:4][CH3:5].[CH3:31][CH2:32][O:33][C:34](=[O:35])[CH3:36].[CH3:47][N:48]([CH3:49])[CH:50]=[O:51].[Na+:41].[O:42]1[CH2:43][CH2:44][CH2:45][CH2:46]1>>[CH2:1]([CH3:2])[N:3]([CH2:4][CH3:5])[CH2:28][CH:27]=[CH:26][C:25]([NH:24][c:21]1[cH:20][cH:19][c:18]2[n:17][cH:16][n:15][c:14]([NH:13][c:9]3[cH:8][c:7]([Br:6])[cH:12][cH:11][cH:10]3)[c:23]2[cH:22]1)=[O:30].